This data is from the Open Reaction Database (ORD), a public repository of structured organic reaction records. The task is: describe an organic reaction: reactants, conditions, products, and yield The reactants are BrC1=C(OC2CCN(CC2)C2=NOC(=N2)C2=NNC=C2)C=C(C=C1)F (4-(2-bromo-5-fluorophenoxy)-1-[5-(1H-pyrazol-3-yl)-1,2,4-oxadiazol-3-yl]piperidine), [H-].[Na+] (sodium hydride), BrCCC(=O)OCC (ethyl 3-bromopropionate). The product is BrC1=C(OC2CCN(CC2)C2=NOC(=N2)C2=NN(C=C2)CCC(=O)OCC)C=C(C=C1)F (Ethyl 3-(3-{3-[4-(2-bromo-5-fluorophenoxy)piperidin-1-yl]-1,2,4-oxadiazol-5-yl}-1H-pyrazol-1-yl)propanoate). Reaction SMILES: [Br:1][C:2]1[CH:24]=[CH:23][C:22]([F:25])=[CH:21][C:3]=1[O:4][CH:5]1[CH2:10][CH2:9][N:8]([C:11]2[N:15]=[C:14]([C:16]3[CH:20]=[CH:19][NH:18][N:17]=3)[O:13][N:12]=2)[CH2:7][CH2:6]1.[H-].[Na+].Br[CH2:29][CH2:30][C:31]([O:33][CH2:34][CH3:35])=[O:32]>>[Br:1][C:2]1[CH:24]=[CH:23][C:22]([F:25])=[CH:21][C:3]=1[O:4][CH:5]1[CH2:10][CH2:9][N:8]([C:11]2[N:15]=[C:14]([C:16]3[CH:20]=[CH:19][N:18]([CH2:29][CH2:30][C:31]([O:33][CH2:34][CH3:35])=[O:32])[N:17]=3)[O:13][N:12]=2)[CH2:7][CH2:6]1 |f:1.2|. Procedure details: The title compound was prepared in a similar manner as described in Example 7 (step 4) from 4-(2-bromo-5-fluorophenoxy)-1-[5-(1H-pyrazol-3-yl)-1,2,4-oxadiazol-3-yl]piperidine, sodium hydride and ethyl 3-bromopropionate and obtained as the more polar major isomer. Starting materials: COC(C1=CC(=C(C=C1)F)C#N)=O (3-Cyano-4-fluoro-benzoic acid methyl ester), Cl.CNC (dimethylamine hydrochloride), C([O-])([O-])=O.[K+].[K+] (potassium carbonate). The solvent is CS(=O)C (dimethylsulphoxid). The product is COC(C1=CC(=C(C=C1)N(C)C)C#N)=O (3-Cyano-4-dimethylamino-benzoic acid methyl ester). Yield: 94.0%. Reaction SMILES: [CH3:1][O:2][C:3](=[O:13])[C:4]1[CH:9]=[CH:8][C:7](F)=[C:6]([C:11]#[N:12])[CH:5]=1.Cl.[CH3:15][NH:16][CH3:17].C(=O)([O-])[O-].[K+].[K+]>CS(C)=O>[CH3:1][O:2][C:3](=[O:13])[C:4]1[CH:9]=[CH:8][C:7]([N:16]([CH3:17])[CH3:15])=[C:6]([C:11]#[N:12])[CH:5]=1 |f:1.2,3.4.5|. Procedure: To a stirred solution of 24.0 g (134 mmol) 2 and 240 ml dimethylsulphoxid were added 13.2 g (161 mmol) dimethylamine hydrochloride and 38.9 g (281 mmol) potassium carbonate. The reaction mixture was stirred over night and was reduced with high vacuum rotation evaporator at 65° C. The residue was diluted with dichloromethane, washed twice with water. The combined water phases were extracted with dichloromethane. The combined dichloromethane phases were washed with diluted sodium hydrogen carbonat...